This data is from the Open Reaction Database (ORD), a public repository of structured organic reaction records. The task is: describe an organic reaction: reactants, conditions, products, and yield Yield: 17.0%. Reagents/catalysts: N\2=C1\N(CCCCC1)CCC/2 (DBU). The reactants are c1ccccc1-c2ccc(CO)cc2, O=S(C1=CC=C(C(F)(F)F)C=C1)(F)=O (4-(trifluoromethyl) benzene-sulfonyl fluoride). Conditions: time 48 hour. Solvent: C1CCCO1 (THF), C1CCCO1 (THF). The product is c1ccccc1-c2ccc(CF)cc2. Reactants: BrC1=C(N=C2N1N=CC=C2N2CCOCC2)C2CN(C2)C(=O)OC(C)(C)C (tert-Butyl 3-(3-bromo-8-morpholinoimidazo[1,2-b]pyridazin-2-yl)azetidine-1-carboxylate), C(C)OC(=O)C1=CC=C(C=C1)B(O)O ((4-(ethoxycarbonyl)phenyl)boronic acid). The product is C(C)OC(=O)C1=CC=C(C=C1)C1=C(N=C2N1N=CC=C2N2CCOCC2)C2CN(C2)C(=O)OC(C)(C)C (tert-Butyl 3-(3-(4-(ethoxycarbonyl)phenyl)-8-morpholinoimidazo[1,2-b]pyridazin-2-yl)azetidine-1-carboxylate). RXN SMILES: Br[C:2]1[N:6]2[N:7]=[CH:8][CH:9]=[C:10]([N:11]3[CH2:16][CH2:15][O:14][CH2:13][CH2:12]3)[C:5]2=[N:4][C:3]=1[CH:17]1[CH2:20][N:19]([C:21]([O:23][C:24]([CH3:27])([CH3:26])[CH3:25])=[O:22])[CH2:18]1.[CH2:28]([O:30][C:31]([C:33]1[CH:38]=[CH:37][C:36](B(O)O)=[CH:35][CH:34]=1)=[O:32])[CH3:29]>>[CH2:28]([O:30][C:31]([C:33]1[CH:38]=[CH:37][C:36]([C:2]2[N:6]3[N:7]=[CH:8][CH:9]=[C:10]([N:11]4[CH2:16][CH2:15][O:14][CH2:13][CH2:12]4)[C:5]3=[N:4][C:3]=2[CH:17]2[CH2:20][N:19]([C:21]([O:23][C:24]([CH3:27])([CH3:26])[CH3:25])=[O:22])[CH2:18]2)=[CH:35][CH:34]=1)=[O:32])[CH3:29]. Reported procedure: Compound 19d was coupled with (4-(ethoxycarbonyl)phenyl)boronic acid under Suzuki reaction conditions as described in Example 1, Step E, to obtain compound 19e. Mass Spectrum (LCMS, ESI pos.): Calcd. for C28H34N4O5: 507.2 (M+H). found: 507.3.